From a dataset of the Open Reaction Database (ORD), a public repository of structured organic reaction records. describe an organic reaction: reactants, conditions, products, and yield The reactants are S(=O)(=O)(O)CCCN1CCN(CC1)CCCS(=O)(=O)O (1,4-bis(3-sulfopropyl) piperazine), CCC(CC)COC(C1=CC=CC=C1)(C2=CC=CC=C2)C(=O)N(C)CC[NH+](C)C.[Cl-] (X-100), resulting, CCN(CC)CCO (DEAE). The product is CC(=O)OC1=CNC2=CC=CC=C21 (Indoxyl acetate). Reaction SMILES: S(CCCN1CCN(CCCS(O)(=O)=O)CC1)(O)(=O)=[O:2].CCN(CCO)CC.CC[CH:31]([CH2:34][O:35][C:36]([C:49]([N:51](CC[NH+](C)C)C)=O)(C1C=CC=CC=1)[C:37]1[CH:42]=[CH:41][CH:40]=[CH:39][CH:38]=1)CC.[Cl-]>>[CH3:31][C:34]([O:35][C:36]1[C:37]2[C:42](=[CH:41][CH:40]=[CH:39][CH:38]=2)[NH:51][CH:49]=1)=[O:2] |f:2.3|. Procedure details: In accordance with the procedures described previously, 10 mg of eel cholinesterase (Code ECH, Worthington Biochemical Company, approximately 100 units/mg) is dissolved in 30 ml of the 0.5 M, pH 8.0, "TRITON X-100"-containing 1,4-bis(3-sulfopropyl) piperazine buffer solution described previously. Then 30 microliters of the resulting buffered eel cholinesterase solution (i.e. 1.0 unit of the enzyme) were impregnated into 12.7 mm discs of DE81 (diethylaminoethyl ion exchange paper, 3.5 microequiva... The reactants are C(C(C=O)O)O (glycerinaldehyde), [Br-].C(C1=CC=CC=C1)OC(=O)C[P+](C1=CC=CC=C1)(C1=CC=CC=C1)C1=CC=CC=C1 ((benzyloxycarbonylmethyl)-triphenyl-phosphoniumbromide). The solvent is O1CC1CC (1,2-epoxybutane). Yields the product OC(C=CC(=O)OCC1=CC=CC=C1)CO (Benzyl 4,5-dihydroxy-2-pentenoate). RXN SMILES: [CH2:1]([OH:6])[CH:2]([OH:5])[CH:3]=O.[Br-].[CH2:8]([O:15][C:16]([CH2:18][P+](C1C=CC=CC=1)(C1C=CC=CC=1)C1C=CC=CC=1)=[O:17])[C:9]1[CH:14]=[CH:13][CH:12]=[CH:11][CH:10]=1>O1C(CC)C1>[OH:5][CH:2]([CH2:1][OH:6])[CH:3]=[CH:18][C:16]([O:15][CH2:8][C:9]1[CH:14]=[CH:13][CH:12]=[CH:11][CH:10]=1)=[O:17] |f:1.2|. Reported procedure: A mixture of DL-glycerinaldehyde (4.5 g, 50 mmole) and (benzyloxycarbonylmethyl)-triphenyl-phosphoniumbromide (24.57 g, 50 mmole) in 100 ml 1,2-epoxybutane was refluxed overnight. The mixture was evaporated under vacuum and the product was isolated by silica gel column chromatography. The reactants are CCCC[Mg+], C1CCOC1, [Cl-], O=Cc1cccc(Cl)c1, O. Product: CCCCC(O)c1cccc(Cl)c1. RXN SMILES: [CH2:11]([CH2:12][CH2:13][CH3:14])[Mg+:15].[CH2:17]1[O:18][CH2:19][CH2:20][CH2:21]1.[Cl-:10].[Cl:1][c:2]1[cH:3][c:4]([CH:5]=[O:6])[cH:7][cH:8][cH:9]1.[OH2:16]>>[Cl:1][c:2]1[cH:3][c:4]([CH:5]([OH:6])[CH2:11][CH2:12][CH2:13][CH3:14])[cH:7][cH:8][cH:9]1. Starting materials: BrC1=C(C(=CC=2NC3=CC=C(C=C3S(C12)(=O)=O)OC)OC)O (4-Bromo-3-hydroxy-2,7-dimethoxy-10H-phenothiazin-5,5-dioxide), ClC=1C(C(=C(C(C1Cl)=O)C#N)C#N)=O (2,3-dichloro-5,6-dicyano-1,4-benzoquinone). Run in C1CCOC1 (THF). Conditions: time 15 minute. Yields the product BrC=1C(C(=CC2=NC3=CC=C(C=C3S(C12)(=O)=O)OC)OC)=O (4-Bromo-2,7-dimethoxy-3H-phenothiazin-3-one-5,5-dioxide). The yield is 30.2%. RXN SMILES: [Br:1][C:2]1[C:15]2[S:14](=[O:17])(=[O:16])[C:13]3[C:8](=[CH:9][CH:10]=[C:11]([O:18][CH3:19])[CH:12]=3)[NH:7][C:6]=2[CH:5]=[C:4]([O:20][CH3:21])[C:3]=1[OH:22].ClC1C(=O)C(C#N)=C(C#N)C(=O)C=1Cl>C1COCC1>[Br:1][C:2]1[C:3](=[O:22])[C:4]([O:20][CH3:21])=[CH:5][C:6]2[C:15]=1[S:14](=[O:16])(=[O:17])[C:13]1[C:8](=[CH:9][CH:10]=[C:11]([O:18][CH3:19])[CH:12]=1)[N:7]=2. Reported procedure: To a stirred suspension of 4-bromo-3-hydroxy-2,7-dimethoxy-10H-phenothiazin-5,5-dioxide (from Step 4) (1 g) in THF (10 ml) was added 2,3-dichloro-5,6-dicyano-1,4-benzoquinone (1.17 g). After 15 minutes, the mixture was filtered, the solid washed with ether and air dried. The solid was filtered through a silica gel pad with CH2Cl2 :EtOAc, 1:1, to afford the title compound (300 mg), m.p. 228°-230° C. (dec), m/e 383. Reactants: ClCCl, NS(N)(=O)=O, NCCC1COc2ccccc2O1, C1COCCO1. Yields the product NS(=O)(=O)NCCC1COc2ccccc2O1. Reaction SMILES: [Cl:19][CH2:20][Cl:21].[NH2:14][S:15]([NH2:16])(=[O:17])=[O:18].[O:1]1[CH:2]([CH2:11][CH2:12][NH2:13])[CH2:3][O:4][c:5]2[c:6]1[cH:7][cH:8][cH:9][cH:10]2.[O:22]1[CH2:23][CH2:24][O:25][CH2:26][CH2:27]1>>[O:1]1[CH:2]([CH2:11][CH2:12][NH:13][S:15]([NH2:14])(=[O:17])=[O:18])[CH2:3][O:4][c:5]2[c:6]1[cH:7][cH:8][cH:9][cH:10]2.